From a dataset of the Open Reaction Database (ORD), a public repository of structured organic reaction records. describe an organic reaction: reactants, conditions, products, and yield Reactants: C1CCNCC1, Cl, O=C(O)c1cccc(-c2cccc3cc(C(=O)NC4CN5CCC4CC5)oc23)c1. Yields the product Cl, O=C(NC1CN2CCC1CC2)c1cc2cccc(-c3cccc(C(=O)N4CCCCC4)c3)c2o1. RXN SMILES: [CH2:31]1[CH2:32][CH2:33][NH:34][CH2:35][CH2:36]1.[ClH:1].[N:2]12[CH2:3][CH:4]([NH:10][C:11](=[O:12])[c:13]3[o:14][c:15]4[c:16]([cH:17]3)[cH:18][cH:19][cH:20][c:21]4-[c:22]3[cH:23][c:24]([C:25](=[O:26])[OH:27])[cH:28][cH:29][cH:30]3)[CH:5]([CH2:6][CH2:7]1)[CH2:8][CH2:9]2>>[ClH:1].[N:2]12[CH2:3][CH:4]([NH:10][C:11](=[O:12])[c:13]3[o:14][c:15]4[c:16]([cH:17]3)[cH:18][cH:19][cH:20][c:21]4-[c:22]3[cH:23][c:24]([C:25](=[O:27])[N:34]4[CH2:33][CH2:32][CH2:31][CH2:36][CH2:35]4)[cH:28][cH:29][cH:30]3)[CH:5]([CH2:6][CH2:7]1)[CH2:8][CH2:9]2. The product is CCc1n[nH]c2ccc(NC(=O)C3=C(C)NC(=O)CC3c3ccc(Cl)c(O)c3)cc12. As a reaction SMILES: [CH3:37][CH2:38][O:39][C:40]([CH3:41])=[O:42].[Cl:1][c:2]1[c:3]([O:30][CH3:31])[cH:4][c:5]([CH:8]2[C:9]([C:16](=[O:17])[NH:18][c:19]3[cH:20][c:21]4[c:22]([CH2:28][CH3:29])[n:23][nH:24][c:25]4[cH:26][cH:27]3)=[C:10]([CH3:15])[NH:11][C:12](=[O:14])[CH2:13]2)[cH:6][cH:7]1.[Cl:34][CH2:35][Cl:36].[Na+:33].[OH-:32].[OH2:43]>>[Cl:1][c:2]1[c:3]([OH:30])[cH:4][c:5]([CH:8]2[C:9]([C:16](=[O:17])[NH:18][c:19]3[cH:20][c:21]4[c:22]([CH2:28][CH3:29])[n:23][nH:24][c:25]4[cH:26][cH:27]3)=[C:10]([CH3:15])[NH:11][C:12](=[O:14])[CH2:13]2)[cH:6][cH:7]1. The reactants are CCOC(C)=O, CCc1n[nH]c2ccc(NC(=O)C3=C(C)NC(=O)CC3c3ccc(Cl)c(OC)c3)cc12, ClCCl, [Na+], [OH-], O. Reactants: polyphosphoric acid, FC=1C=C(C=CC1)C=1N=C(C(=NC1C1=CC=NC=C1)N)N (5-(3-Fluorophenyl)-6-pyridin-4-ylpyrazine-2,3-diamine), C(C)(=O)OC(C)=O (acetic anhydride), O (water). Reaction conditions: temperature 140 celsius. Yields the product FC=1C=C(C=CC1)C1=C(N=C2C(=N1)NC(=N2)C)C2=CC=NC=C2 (6-(3-Fluorophenyl)-2-methyl-5-pyridin-4-yl-1H-imidazo[4,5-b]pyrazine). Yield: 52.0%. Reaction SMILES: [F:1][C:2]1[CH:3]=[C:4]([C:8]2[N:9]=[C:10]([NH2:21])[C:11]([NH2:20])=[N:12][C:13]=2[C:14]2[CH:19]=[CH:18][N:17]=[CH:16][CH:15]=2)[CH:5]=[CH:6][CH:7]=1.O.[C:23](OC(=O)C)(=O)[CH3:24]>>[F:1][C:2]1[CH:3]=[C:4]([C:8]2[N:9]=[C:10]3[NH:21][C:23]([CH3:24])=[N:20][C:11]3=[N:12][C:13]=2[C:14]2[CH:19]=[CH:18][N:17]=[CH:16][CH:15]=2)[CH:5]=[CH:6][CH:7]=1. Procedure details: A mixture of 5-(3-fluorophenyl)-6-pyridin-4-ylpyrazine-2,3-diamine (Example 72, 300 mg, 1.07 mmol) in acetic anhydride (3 mL) was stirred and heated at 140° C. for 4 h. Then polyphosphoric acid was added (0.32 g) and allowed to react at the same temperature for 2 h. Upon cooling, water was added and the product extracted with ethyl acetate. The crude obtained was purified by silica column chromatography eluting with a gradient from CH2Cl2 to CH2Cl2/MeOH 95:5 to afford the title compound as a yel... Starting materials: CCCc1c(OCCCCOCCCCOc2c(C(C)=O)ccc(OCC(=O)OCC)c2CCC)ccc(C(C)=O)c1O, CO, [Na+], [OH-]. Product: CCCc1c(OCCCCOCCCCOc2c(C(C)=O)ccc(OCC(=O)O)c2CCC)ccc(C(C)=O)c1O. As a reaction SMILES: [CH2:1]([CH3:2])[O:3][C:4]([CH2:5][O:6][c:7]1[c:8]([CH2:40][CH2:41][CH3:42])[c:9]([O:16][CH2:17][CH2:18][CH2:19][CH2:20][O:21][CH2:22][CH2:23][CH2:24][CH2:25][O:26][c:27]2[c:28]([CH2:37][CH2:38][CH3:39])[c:29]([OH:36])[c:30]([C:33]([CH3:34])=[O:35])[cH:31][cH:32]2)[c:10]([C:13]([CH3:14])=[O:15])[cH:11][cH:12]1)=[O:43].[CH3:44][OH:45].[Na+:47].[OH-:46]>>[O:3]=[C:4]([CH2:5][O:6][c:7]1[c:8]([CH2:40][CH2:41][CH3:42])[c:9]([O:16][CH2:17][CH2:18][CH2:19][CH2:20][O:21][CH2:22][CH2:23][CH2:24][CH2:25][O:26][c:27]2[c:28]([CH2:37][CH2:38][CH3:39])[c:29]([OH:36])[c:30]([C:33]([CH3:34])=[O:35])[cH:31][cH:32]2)[c:10]([C:13]([CH3:14])=[O:15])[cH:11][cH:12]1)[OH:43]. The product is CNCC1=NN(C(=C1)NC(C1=CC=CC=C1)=O)C1=CC=CC=C1 (N-{3-[(methylamino)methyl]-1-phenyl-1H-pyrazol-5-yl}benzamide). Solvent: O1CCCC1 (tetrahydrofuran), CO (methanol). Run at time 18 hour. Procedure details: N-(3-Formyl-1-phenyl-1H-pyrazol-5-yl)benzamide (303 mg) was dissolved in tetrahydrofuran (5 mL) and methanol (3 mL), and 40% methylamine-methanol solution (1.1 mL) was added at room temperature. After stirring for 18 hr, the reaction mixture was concentrated under reduced pressure. The residue was dissolved in methanol (3 mL), sodium borohydride (118 mg) was added under ice-cooling and the mixture was further stirred at room temperature for 1 hr. The solvent was evaporated under reduced pressure... As a reaction SMILES: [CH:1]([C:3]1[CH:7]=[C:6]([NH:8][C:9](=[O:16])[C:10]2[CH:15]=[CH:14][CH:13]=[CH:12][CH:11]=2)[N:5]([C:17]2[CH:22]=[CH:21][CH:20]=[CH:19][CH:18]=2)[N:4]=1)=O.[CH3:23][NH2:24].CO>O1CCCC1.CO>[CH3:23][NH:24][CH2:1][C:3]1[CH:7]=[C:6]([NH:8][C:9](=[O:16])[C:10]2[CH:15]=[CH:14][CH:13]=[CH:12][CH:11]=2)[N:5]([C:17]2[CH:22]=[CH:21][CH:20]=[CH:19][CH:18]=2)[N:4]=1 |f:1.2|. Reactants: C(=O)C1=NN(C(=C1)NC(C1=CC=CC=C1)=O)C1=CC=CC=C1 (N-(3-Formyl-1-phenyl-1H-pyrazol-5-yl)benzamide), CN.CO (methylamine methanol). The reactants are CC(C)(C)OC(=O)NCC(=O)O, CN(C)c1ccncc1, C(=NC1CCCCC1)=NC1CCCCC1, ClCCl, Cc1c(C(=O)Nc2ccc(Oc3ccnc4cc(OCC5(O)CC5)ccc34)c(F)c2)c(=O)n(-c2ccccc2)n1C. The product is Cc1c(C(=O)Nc2ccc(Oc3ccnc4cc(OCC5(OC(=O)CNC(=O)OC(C)(C)C)CC5)ccc34)c(F)c2)c(=O)n(-c2ccccc2)n1C. RXN SMILES: [C:42](=[O:43])([O:44][C:45]([CH3:46])([CH3:47])[CH3:48])[NH:49][CH2:50][C:51](=[O:52])[OH:53].[CH3:69][N:70]([c:71]1[cH:72][cH:73][n:74][cH:75][cH:76]1)[CH3:77].[CH:54]1([N:55]=[C:56]=[N:57][CH:58]2[CH2:59][CH2:60][CH2:61][CH2:62][CH2:63]2)[CH2:64][CH2:65][CH2:66][CH2:67][CH2:68]1.[Cl:78][CH2:79][Cl:80].[F:1][c:2]1[cH:3][c:4]([NH:25][C:26](=[O:27])[c:28]2[c:29](=[O:41])[n:30](-[c:35]3[cH:36][cH:37][cH:38][cH:39][cH:40]3)[n:31]([CH3:34])[c:32]2[CH3:33])[cH:5][cH:6][c:7]1[O:8][c:9]1[cH:10][cH:11][n:12][c:13]2[cH:14][c:15]([O:19][CH2:20][C:21]3([OH:24])[CH2:22][CH2:23]3)[cH:16][cH:17][c:18]12>>[F:1][c:2]1[cH:3][c:4]([NH:25][C:26](=[O:27])[c:28]2[c:29](=[O:41])[n:30](-[c:35]3[cH:36][cH:37][cH:38][cH:39][cH:40]3)[n:31]([CH3:34])[c:32]2[CH3:33])[cH:5][cH:6][c:7]1[O:8][c:9]1[cH:10][cH:11][n:12][c:13]2[cH:14][c:15]([O:19][CH2:20][C:21]3([O:24][C:51]([CH2:50][NH:49][C:42](=[O:43])[O:44][C:45]([CH3:46])([CH3:47])[CH3:48])=[O:52])[CH2:22][CH2:23]3)[cH:16][cH:17][c:18]12.